This data is from the Open Reaction Database (ORD), a public repository of structured organic reaction records. The task is: describe an organic reaction: reactants, conditions, products, and yield The reactants are C(C)(C)N(CC)C(C)C (diisopropylethylamine), FC1=CC=C(C=C1)C1=NNC2=CC=C(C=C12)NC(=O)C1(CNCC1)SC (3-Methylsulfanyl-pyrrolidine-3-carboxylic acid [3-(4-fluoro-phenyl)-1H-indazol-5-yl]-amide), ClCC(=O)N1CCN(CC1)C1=CC(=C(C=C1)C1=NC=CC=N1)F (2-Chloro-1-[4-(3-fluoro-4-pyrimidin-2-yl-phenyl)-piperazin-1-yl]-ethanone). Run in CN(C=O)C (N,N-dimethylformamide). Reaction conditions: time 8 hour. The product is FC1=CC=C(C=C1)C1=NNC2=CC=C(C=C12)NC(=O)C1(CN(CC1)CC(=O)N1CCN(CC1)C1=CC(=C(C=C1)C1=NC=CC=N1)F)SC (1-{2-[4-(3-Fluoro-4-pyrimidin-2-yl-phenyl)-piperazin-1-yl]-2-oxo-ethyl}-3-methylsulfanyl-pyrrolidine-3-carboxylic acid [3-(4-fluoro-phenyl)-1H-indazol-5-yl]-amide). RXN SMILES: [F:1][C:2]1[CH:7]=[CH:6][C:5]([C:8]2[C:16]3[C:11](=[CH:12][CH:13]=[C:14]([NH:17][C:18]([C:20]4([S:25][CH3:26])[CH2:24][CH2:23][NH:22][CH2:21]4)=[O:19])[CH:15]=3)[NH:10][N:9]=2)=[CH:4][CH:3]=1.Cl[CH2:28][C:29]([N:31]1[CH2:36][CH2:35][N:34]([C:37]2[CH:42]=[CH:41][C:40]([C:43]3[N:48]=[CH:47][CH:46]=[CH:45][N:44]=3)=[C:39]([F:49])[CH:38]=2)[CH2:33][CH2:32]1)=[O:30].C(N(C(C)C)CC)(C)C>CN(C)C=O>[F:1][C:2]1[CH:7]=[CH:6][C:5]([C:8]2[C:16]3[C:11](=[CH:12][CH:13]=[C:14]([NH:17][C:18]([C:20]4([S:25][CH3:26])[CH2:24][CH2:23][N:22]([CH2:28][C:29]([N:31]5[CH2:36][CH2:35][N:34]([C:37]6[CH:42]=[CH:41][C:40]([C:43]7[N:44]=[CH:45][CH:46]=[CH:47][N:48]=7)=[C:39]([F:49])[CH:38]=6)[CH2:33][CH2:32]5)=[O:30])[CH2:21]4)=[O:19])[CH:15]=3)[NH:10][N:9]=2)=[CH:4][CH:3]=1. Procedure: 3-Methylsulfanyl-pyrrolidine-3-carboxylic acid [3-(4-fluoro-phenyl)-1H-indazol-5-yl]-amide (12AB) (40 mg, 0.09 mmol, 1 equiv) and 2-Chloro-1-[4-(3-fluoro-4-pyrimidin-2-yl-phenyl)-piperazin-1-yl]-ethanone (7AB) (37 mg, 0.11 mmol, 1.2 equiv) were weighed out in a flask, and to it was added N,N-dimethylformamide (3 mL) and diisopropylethylamine (23 mg, 32 uL, 0.18 mmol, 2 equiv). The reaction content was stirred at room temperature overnight. Reactants: FC1=CC=C(C=C1)C(C1CCNCC1)C1=CC=C(C=C1)F (4-[bis(4-fluorophenyl)methyl]piperidine), ClCCCOC1=C(C#N)C=CC=C1 (2-(3-chloropropoxy)benzonitrile), C([O-])([O-])=O.[K+].[K+] (potassium carbonate), [I-].[K+] (potassium iodide). The solvent is C(CCC)O (1-butanol). Run at time 8 hour. Product: FC1=CC=C(C=C1)C(C1CCN(CC1)CCCOC1=C(C#N)C=CC=C1)C1=CC=C(C=C1)F (2-[3-[4-[Bis(4-fluorophenyl)methyl]-1-piperidinyl]propoxy]benzonitrile). RXN SMILES: [F:1][C:2]1[CH:7]=[CH:6][C:5]([CH:8]([C:15]2[CH:20]=[CH:19][C:18]([F:21])=[CH:17][CH:16]=2)[CH:9]2[CH2:14][CH2:13][NH:12][CH2:11][CH2:10]2)=[CH:4][CH:3]=1.Cl[CH2:23][CH2:24][CH2:25][O:26][C:27]1[CH:34]=[CH:33][CH:32]=[CH:31][C:28]=1[C:29]#[N:30].C(=O)([O-])[O-].[K+].[K+].[I-].[K+]>C(O)CCC>[F:21][C:18]1[CH:17]=[CH:16][C:15]([CH:8]([C:5]2[CH:6]=[CH:7][C:2]([F:1])=[CH:3][CH:4]=2)[CH:9]2[CH2:14][CH2:13][N:12]([CH2:23][CH2:24][CH2:25][O:26][C:27]3[CH:34]=[CH:33][CH:32]=[CH:31][C:28]=3[C:29]#[N:30])[CH2:11][CH2:10]2)=[CH:20][CH:19]=1 |f:2.3.4,5.6|. Procedure: A mixture of 7.41 g (0.025 mole) of [4-[bis(4-fluorophenyl)methyl]piperidine, 4.90 g (0.025 mole) of 2-(3-chloropropoxy)benzonitrile, and potassium carbonate, 5.54 g (0.04 mole) was heated overnight at reflux in 350 ml of 1-butanol containing potassium iodide (0.2 g). The mixture was concentrated to dryness and the resulting residue was partitioned several times between water and chloroform. The chloroform layer was dried (anhydrous sodium sulfate), filtered, and solvent removed to give a brown ... Starting materials: CO (methanol), C(C1=CC=CC=C1)=O (benzaldehyde), ketone, [O-2].[Ba+2] (Barium oxide), O.NN (hydrazine monohydrate), CCOCC (Ether). Reaction conditions: temperature 0 celsius, time 10 minute. Yields the product C1(=CC=CC=C1)C(C)=NN ((1-Phenyl-ethylidene)-hydrazine). RXN SMILES: CO.[O-2].[Ba+2].O.[NH2:6][NH2:7].C(=O)[C:9]1[CH:14]=[CH:13][CH:12]=[CH:11][CH:10]=1.CCO[CH2:19][CH3:20]>>[C:9]1([C:19](=[N:6][NH2:7])[CH3:20])[CH:14]=[CH:13][CH:12]=[CH:11][CH:10]=1 |f:1.2,3.4|. Reported procedure: A 1 L flask equipped with a mechanical stirrer, thermometer, and addition funnel was charged with 300 mL of methanol and cooled to 0° C. Barium oxide (8.4 g, 55 mmol) was added portion-wise with exotherm. The reaction was cooled again to 0° C., and hydrazine monohydrate (54.6 g, 1.09 mol) was slowly added. The reaction mixture was stirred for 10 minutes, after which benzaldehyde (131.5 g, 1.09 mol) was added drop-wise over a 30 minute period. The reaction was then stirred for 1 hour, while maint...